From a dataset of the Open Reaction Database (ORD), a public repository of structured organic reaction records. describe an organic reaction: reactants, conditions, products, and yield The product is CCOC1=C(C)C(=O)C(C)(C)CC1. Starting materials: CCOC1=C(C)C(=O)C(C)CC1, [Li]CCCC, CI, CC(C)NC(C)C, C1CCOC1, O. As a reaction SMILES: [CH2:13]([CH3:14])[O:15][C:16]1=[C:17]([CH3:24])[C:18](=[O:23])[CH:19]([CH3:22])[CH2:20][CH2:21]1.[CH2:8]([Li:9])[CH2:10][CH2:11][CH3:12].[CH3:25][I:26].[CH:1]([NH:2][CH:3]([CH3:4])[CH3:5])([CH3:6])[CH3:7].[O:27]1[CH2:28][CH2:29][CH2:30][CH2:31]1.[OH2:32]>>[CH3:1][C:19]1([CH3:22])[C:18](=[O:23])[C:17]([CH3:24])=[C:16]([O:15][CH2:13][CH3:14])[CH2:21][CH2:20]1. Reactants: OO (H2O2), N1=C(C=CC=C1)SCC1=C([N+](=C2C=CC=CC2=[N+]1[O-])[O-])C(=O)OC (Methyl 3-[(2-pyridyl)-thiomethyl]-2-quinoxalinecarboxylate-1,4-dioxide), OS(=O)(=O)O (H2SO4), [O-][Mn](=O)(=O)=O.[K+] (KMnO4), O (water). Run in CC(=O)C (acetone). Product: N1=C(C=CC=C1)S(=O)(=O)CC1=C([N+](=C2C=CC=CC2=[N+]1[O-])[O-])C(=O)OC (Methyl 3-[(2-pyridyl)-sulfonylmethyl]-2-quinoxalinecarboxylate- 1,4-dioxide). RXN SMILES: [N:1]1[CH:6]=[CH:5][CH:4]=[CH:3][C:2]=1[S:7][CH2:8][C:9]1[N+:18]([O-:19])=[C:17]2[C:12]([CH:13]=[CH:14][CH:15]=[CH:16]2)=[N+:11]([O-:20])[C:10]=1[C:21]([O:23][CH3:24])=[O:22].[OH:25]S(O)(=O)=O.[O-][Mn](=O)(=O)=O.[K+].OO.[OH2:38]>CC(C)=O>[N:1]1[CH:6]=[CH:5][CH:4]=[CH:3][C:2]=1[S:7]([CH2:8][C:9]1[N+:18]([O-:19])=[C:17]2[C:12]([CH:13]=[CH:14][CH:15]=[CH:16]2)=[N+:11]([O-:20])[C:10]=1[C:21]([O:23][CH3:24])=[O:22])(=[O:25])=[O:38] |f:2.3|. Procedure details: Methyl 3-[(2-pyridyl)-thiomethyl]-2-quinoxalinecarboxylate-1,4-dioxide (0.03 moles) in 60 ml of acetone was cooled to 0°-5° C. and 50 ml of 2N H2SO4 was added in one portion. This was followed by the dropwise addition of a solution of KMnO4 (0.04 moles) in 150 ml of water over a 20 minute period. The mixture was stirred for about 5 minutes at which time 4 ml of 30% H2O2 was added very carefully dropwise to decolorize the purple solution. The desired product, which had precipitated, was collected... Reactants: C1CCOC1, Cl, COc1ccc(F)c2sc(N(C)C)cc12. The product is COc1ccc(F)c2sccc12. Reaction SMILES: [CH2:17]1[O:18][CH2:19][CH2:20][CH2:21]1.[ClH:16].[F:1][c:2]1[cH:3][cH:4][c:5]([O:14][CH3:15])[c:6]2[cH:7][c:8]([N:11]([CH3:12])[CH3:13])[s:9][c:10]12>>[F:1][c:2]1[cH:3][cH:4][c:5]([O:14][CH3:15])[c:6]2[cH:7][cH:8][s:9][c:10]12. Reactants: ClC1=NC=CC(=N1)OC1=CC(=C(C=C1C)N)C (4-(2-chloro-pyrimidin-4-yloxy)-2,5-dimethyl-phenylamine), CNC1=CC=CC=C1 (N-methylaniline), C(C)(=O)OCC (ethyl acetate). Solvent: Cl (hydrochloric acid). The product is NC1=CC(=C(OC2=NC(=NC=C2)N(C2=CC=CC=C2)C)C=C1C)C ([4-(4-Amino-2,5-dimethyl-phenoxy)-pyrimidin-2-yl]-methyl-phenyl-amine). As a reaction SMILES: Cl[C:2]1[N:7]=[C:6]([O:8][C:9]2[C:14]([CH3:15])=[CH:13][C:12]([NH2:16])=[C:11]([CH3:17])[CH:10]=2)[CH:5]=[CH:4][N:3]=1.[CH3:18][NH:19][C:20]1[CH:25]=[CH:24][CH:23]=[CH:22][CH:21]=1.C(OCC)(=O)C>Cl>[NH2:16][C:12]1[C:11]([CH3:17])=[CH:10][C:9]([O:8][C:6]2[CH:5]=[CH:4][N:3]=[C:2]([N:19]([CH3:18])[C:20]3[CH:25]=[CH:24][CH:23]=[CH:22][CH:21]=3)[N:7]=2)=[C:14]([CH3:15])[CH:13]=1. Procedure: A solution of 2.50 g (10 mmol) 4-(2-chloro-pyrimidin-4-yloxy)-2,5-dimethyl-phenylamine and 2.14 g N-methylaniline (20 mmol) in 50 ml hydrochloric acid were stirred for 20 h at 80° C. After cooling down to ambient temperature 50 ml ethyl acetate was added and the organic layer was separated. The water layer was brought to pH 8 with sodium carbonate and the formed precipitate was filtered by suction and washed with hexane. After separation the organic layer was concentrated in vacuo and column chr... Reactants: ClC(C1=C(C(=O)O)C=CC=C1)(Cl)Cl (2-trichloromethylbenzoic-acid), S(=O)(Cl)Cl (thionyl chloride). Yields the product ClC(C1=C(C(=O)Cl)C=CC=C1)(Cl)Cl (2-trichloromethylbenzoyl-chloride). As a reaction SMILES: [Cl:1][C:2]([Cl:13])([Cl:12])[C:3]1[CH:11]=[CH:10][CH:9]=[CH:8][C:4]=1[C:5](O)=[O:6].S(Cl)([Cl:16])=O>>[Cl:1][C:2]([Cl:13])([Cl:12])[C:3]1[CH:11]=[CH:10][CH:9]=[CH:8][C:4]=1[C:5]([Cl:16])=[O:6]. Procedure: Similarly, reaction of 2-trichloromethylbenzoic-acid with thionyl chloride affords 2-trichloromethylbenzoyl-chloride, which, on reaction with diethylamine, affords 2-trichloromethyl-N,N-diethylbenzamide. Following a procedure similar to that described in Preparation 5, reaction of the latter with s-butyl lithium and reaction of the resulting lithium salt with sulfur dioxide followed by sodium hydroxyl-amine-O-sulfonate affords 2-trichloromethyl-6-aminosulfonyl-N,N-diethylbenzamide, which, on hea... Reactants: FC(C1=CC=C(C=C1)N1N=C(C2=CC=CC=C12)C1CCNCC1)(F)F (1-[4-(trifluoromethyl)phenyl]-3-(4-piperidinyl)-1H-indazole), CN=C=O (methyl isocyanate). The solvent is C1(=CC=CC=C1)C (toluene). Reaction conditions: time 2 hour. The product is CNC(=O)N1CCC(CC1)C1=NN(C2=CC=CC=C12)C1=CC=C(C=C1)C(F)(F)F (N-Methyl-4-[1-(4-(trifluoromethyl)phenyl)-1H-indazol-3-yl]piperidine-1-carboxamide). Isolated yield 95.3%. As a reaction SMILES: [F:1][C:2]([F:25])([F:24])[C:3]1[CH:8]=[CH:7][C:6]([N:9]2[C:17]3[C:12](=[CH:13][CH:14]=[CH:15][CH:16]=3)[C:11]([CH:18]3[CH2:23][CH2:22][NH:21][CH2:20][CH2:19]3)=[N:10]2)=[CH:5][CH:4]=1.[CH3:26][N:27]=[C:28]=[O:29]>C1(C)C=CC=CC=1>[CH3:26][NH:27][C:28]([N:21]1[CH2:20][CH2:19][CH:18]([C:11]2[C:12]3[C:17](=[CH:16][CH:15]=[CH:14][CH:13]=3)[N:9]([C:6]3[CH:7]=[CH:8][C:3]([C:2]([F:1])([F:24])[F:25])=[CH:4][CH:5]=3)[N:10]=2)[CH2:23][CH2:22]1)=[O:29]. Reported procedure: A stirred mixture of 4-[1-(4-(trifluoromethyl)phenyl)-1H-indazol-3-yl]piperidine-1-carbonitrile of Example 101 (15 g, 0.041 moles) and 25% H2SO4 (100 ml) was refluxed for 20 hours. The mixture was cooled. poured into H2O and basified with a 25% NaOH solution. The product was extracted (dichloromethane), dried (MgSO4), and concentrated to yield 13 g (93%) of 1-[4-(trifluoromethyl)phenyl]-3-(4-piperidinyl)-1H-indazole as an oil. To a stirred suspension of the indazole (4.0 g, 0.012 moles) in tolue... The reactants are CC(C(=O)O)c1ccc2c(c1)C(=O)C(C(C)C)C2, C1COCCO1, O, [Zn]. Yields the product CC(C(=O)O)c1ccc2c(c1)CC(C(C)C)C2. RXN SMILES: [CH:1]([CH3:2])([CH3:3])[CH:4]1[C:5](=[O:18])[c:6]2[cH:7][c:8]([CH:13]([C:14](=[O:15])[OH:16])[CH3:17])[cH:9][cH:10][c:11]2[CH2:12]1.[O:19]1[CH2:20][CH2:21][O:22][CH2:23][CH2:24]1.[OH2:26].[Zn:25]>>[CH:1]([CH3:2])([CH3:3])[CH:4]1[CH2:5][c:6]2[cH:7][c:8]([CH:13]([C:14](=[O:15])[OH:16])[CH3:17])[cH:9][cH:10][c:11]2[CH2:12]1.